Dataset: the Open Reaction Database (ORD), a public repository of structured organic reaction records. Task: describe an organic reaction: reactants, conditions, products, and yield The reactants are BrC=1C=NC(=NC1)N1CCN(CC1)C(=O)OC(C)(C)C (tert-butyl 4-(5-bromopyrimidin-2-yl)piperazine-1-carboxylate), C1(=CC=CC=C1)P(C1=CC=CC=C1)C1=CC=CC=C1 (triphenylphosphine), C(CCC)[Sn](C(=C)OCC)(CCCC)CCCC (tributyl(1-ethoxyvinyl)stannane). Reagents/catalysts: C(C)(=O)[O-].C(C)(=O)[O-].[Pd+2] (palladium diacetate). Solvent: O1CCOCC1 (dioxane). Run at temperature 80 celsius, time 8 hour. The product is C(C)(=O)C=1C=NC(=NC1)N1CCN(CC1)C(=O)OC(C)(C)C (tert-butyl 4-(5-acetylpyrimidin-2-yl)piperazine-1-carboxylate). Isolated yield 67.0%. Reaction SMILES: Br[C:2]1[CH:3]=[N:4][C:5]([N:8]2[CH2:13][CH2:12][N:11]([C:14]([O:16][C:17]([CH3:20])([CH3:19])[CH3:18])=[O:15])[CH2:10][CH2:9]2)=[N:6][CH:7]=1.C1(P(C2C=CC=CC=2)C2C=CC=CC=2)C=CC=CC=1.C([Sn](CCCC)(CCCC)[C:45]([O:47]CC)=[CH2:46])CCC>O1CCOCC1.C([O-])(=O)C.C([O-])(=O)C.[Pd+2]>[C:45]([C:2]1[CH:3]=[N:4][C:5]([N:8]2[CH2:13][CH2:12][N:11]([C:14]([O:16][C:17]([CH3:20])([CH3:19])[CH3:18])=[O:15])[CH2:10][CH2:9]2)=[N:6][CH:7]=1)(=[O:47])[CH3:46] |f:4.5.6|. Procedure details: A mixture of tert-butyl 4-(5-bromopyrimidin-2-yl)piperazine-1-carboxylate (5.0 g, 14.6 mmol), palladium diacetate (240 mg, 1.46 mmol), triphenylphosphine (376 mg, 2.92 mmol) and tributyl(1-ethoxyvinyl)stannane (5.3 mL, 16.1 mL) in dioxane (100 mL) was degassed with nitrogen for three times, and the reaction mixture was stirred at 80° C. overnight. The reaction was cooled to RT and diluted with THF (100 mL), followed by the addition of 2 N HCl (100 mL). The mixture was stirred at RT for 30 mins, ... The reactants are O=C(O)CBr, C1CCOC1, [H-], [Na+], O, CCCCC(O)c1ccco1. The product is CCCCC(OCC(=O)O)c1ccco1. As a reaction SMILES: [Br:14][CH2:15][C:16](=[O:17])[OH:18].[CH2:20]1[O:21][CH2:22][CH2:23][CH2:24]1.[H-:2].[Na+:1].[OH2:19].[o:3]1[c:4]([CH:8]([CH2:9][CH2:10][CH2:11][CH3:12])[OH:13])[cH:5][cH:6][cH:7]1>>[o:3]1[c:4]([CH:8]([CH2:9][CH2:10][CH2:11][CH3:12])[O:13][CH2:15][C:16](=[O:17])[OH:18])[cH:5][cH:6][cH:7]1. Starting materials: CO, Cc1ccccc1, CC1(C)CC(=O)NC(=O)C1, CN(C)C=O, [K+], [OH-], Cc1ccc(S(=O)(=O)O)cc1, Cc1ncc([N+](=O)[O-])n1CCO. Product: Cc1ncc([N+](=O)[O-])n1CCN1C(=O)CC(C)(C)CC1=O. As a reaction SMILES: [CH3:1][OH:2].[CH3:38][c:39]1[cH:40][cH:41][cH:42][cH:43][cH:44]1.[CH3:3][C:4]1([CH3:12])[CH2:5][C:6](=[O:7])[NH:8][C:9](=[O:11])[CH2:10]1.[CH3:45][N:46]([CH3:47])[CH:48]=[O:49].[K+:14].[OH-:13].[OH:15][S:16]([c:17]1[cH:18][cH:19][c:20]([CH3:21])[cH:22][cH:23]1)(=[O:24])=[O:25].[OH:26][CH2:27][CH2:28][n:29]1[c:30]([CH3:37])[n:31][cH:32][c:33]1[N+:34](=[O:35])[O-:36]>>[CH3:3][C:4]1([CH3:12])[CH2:5][C:6](=[O:7])[N:8]([CH2:27][CH2:28][n:29]2[c:30]([CH3:37])[n:31][cH:32][c:33]2[N+:34](=[O:35])[O-:36])[C:9](=[O:11])[CH2:10]1. The reactants are C(C)(=O)OCC (ethyl acetate), O=C1N(CN(C12CCNCC2)C2=CC=CC=C2)CC=2C=C(C(=O)OC)C=CC2 (methyl 3-((4-oxo-1-phenyl-1,3,8-triazaspiro[4.5]decan-3-yl)methyl)benzoate), ICCCC1=CNC2=CC=CC=C12 (3-(3-iodopropyl)-1H-indole), C([O-])([O-])=O.[K+].[K+] (potassium carbonate). Solvent: N—N-dimethylformamide, O (water). Reaction conditions: temperature 65 celsius. Product: N1C=C(C2=CC=CC=C12)CCCN1CCC2(C(N(CN2C2=CC=CC=C2)CC=2C=C(C(=O)OC)C=CC2)=O)CC1 (methyl 3-((8-(3-(1H-indol-3-yl)propyl)-4-oxo-1-phenyl-1,3,8-triazaspiro[4.5]decan-3-yl)methyl)benzoate). Isolated yield 23.4%. Reaction SMILES: [O:1]=[C:2]1[C:6]2([CH2:11][CH2:10][NH:9][CH2:8][CH2:7]2)[N:5]([C:12]2[CH:17]=[CH:16][CH:15]=[CH:14][CH:13]=2)[CH2:4][N:3]1[CH2:18][C:19]1[CH:20]=[C:21]([CH:26]=[CH:27][CH:28]=1)[C:22]([O:24][CH3:25])=[O:23].I[CH2:30][CH2:31][CH2:32][C:33]1[C:41]2[C:36](=[CH:37][CH:38]=[CH:39][CH:40]=2)[NH:35][CH:34]=1.C(=O)([O-])[O-].[K+].[K+].C(OCC)(=O)C>O>[NH:35]1[C:36]2[C:41](=[CH:40][CH:39]=[CH:38][CH:37]=2)[C:33]([CH2:32][CH2:31][CH2:30][N:9]2[CH2:10][CH2:11][C:6]3([N:5]([C:12]4[CH:13]=[CH:14][CH:15]=[CH:16][CH:17]=4)[CH2:4][N:3]([CH2:18][C:19]4[CH:20]=[C:21]([CH:26]=[CH:27][CH:28]=4)[C:22]([O:24][CH3:25])=[O:23])[C:2]3=[O:1])[CH2:7][CH2:8]2)=[CH:34]1 |f:2.3.4|. Procedure: A mixture of methyl 3-((4-oxo-1-phenyl-1,3,8-triazaspiro[4.5]decan-3-yl)methyl)benzoate (871 mg, 2.11 mmol, 1.05 equiv), 3-(3-iodopropyl)-1H-indole (574 mg, 2.01 mmol, 1 equiv), and potassium carbonate (833 mg, 6.03 mmol, 3 equiv) in N—N-dimethylformamide was heated at 65° C. for 16 h. The reaction was cooled to ambient temperature and worked up using ethyl acetate and water. The organic layer was dried over MgSO4, filtered and concentrated in vacuo. The crude residue was purified using preparat... Reactants: C(C)O[C@@H](COCC1=CC=C(C=C1)[C@H]1C[C@@H](N(C[C@@H]1OCC=1C=CC2=C(N(CCO2)CCCOC)C1)S(=O)(=O)C1=CC=C(C=C1)C)CC(=O)NN)C ([(2R,4R,5R)-4-[4-((R)-2-ethoxy-propoxymethyl)-phenyl]-5-[4-(3-methoxy-propyl)-3,4-dihydro-2H-benzo[1,4]oxazin-6-ylmethoxy]-1-(toluene-4-sulfonyl) -piperidin-2-yl]-acetic acid hydrazide), COC(N(C)C)OC (N,N-dimethylformamide dimethylacetal). Solvent: C(Cl)Cl (CH2Cl2). The product is C(C)O[C@@H](COCC1=CC=C(C=C1)[C@@H]1[C@H](CN[C@H](C1)CC1=NN=CN1C)OCC=1C=CC2=C(N(CCO2)CCCOC)C1)C (6-[(3R,4R,6R)-4-[4-((R)-2-Ethoxy-propoxymethyl)-phenyl]-6-(4-methyl-4H-[1,2,4]triazol-3-ylmethyl)-piperidin-3-yloxymethyl]-4-(3-methoxy-propyl)-3,4-dihydro-2H-benzo[1,4]oxazine). Reaction SMILES: [CH2:1]([O:3][C@H:4]([CH3:52])[CH2:5][O:6][CH2:7][C:8]1[CH:13]=[CH:12][C:11]([C@@H:14]2[C@@H:19]([O:20][CH2:21][C:22]3[CH:23]=[CH:24][C:25]4[O:30][CH2:29][CH2:28][N:27]([CH2:31][CH2:32][CH2:33][O:34][CH3:35])[C:26]=4[CH:36]=3)[CH2:18][N:17](S(C3C=CC(C)=CC=3)(=O)=O)[C@@H:16]([CH2:47][C:48]([NH:50][NH2:51])=O)[CH2:15]2)=[CH:10][CH:9]=1)[CH3:2].CO[CH:55](OC)[N:56](C)[CH3:57]>C(Cl)Cl>[CH2:1]([O:3][C@H:4]([CH3:52])[CH2:5][O:6][CH2:7][C:8]1[CH:9]=[CH:10][C:11]([C@H:14]2[CH2:15][C@H:16]([CH2:47][C:48]3[N:56]([CH3:57])[CH:55]=[N:51][N:50]=3)[NH:17][CH2:18][C@@H:19]2[O:20][CH2:21][C:22]2[CH:36]=[CH:26][C:25]3[O:30][CH2:29][CH2:28][N:27]([CH2:31][CH2:32][CH2:33][O:34][CH3:35])[C:24]=3[CH:23]=2)=[CH:12][CH:13]=1)[CH3:2]. Procedure: A solution of 1.0 mmol of [(2R,4R,5R)-4-[4-((R)-2-ethoxy-propoxymethyl)-phenyl]-5-[4-(3-methoxy-propyl)-3,4-dihydro-2H-benzo[1,4]oxazin-6-ylmethoxy]-1-(toluene-4-sulfonyl) -piperidin-2-yl]-acetic acid hydrazide in 5 ml of CH2Cl2 is treated at RT with1.1 mmol of N,N-dimethylformamide dimethylacetal and refluxed for 1 h. The mixture is cooled to RT, and concentrated under reduced pressure to afford the title compound, which is identified based on its Rf value. Reactants: Amino acid, N[C@@H](C(C)C)C(=O)O (Val), N[C@@H](CC(C)C)C(=O)O (Leu), N[C@@H](CCC(O)=O)C(=O)O (Glu), N[C@@H](C)C(=O)O (Ala), N[C@@H](CC1=CNC2=CC=CC=C12)C(=O)O (Trp). The product is N1[C@H](CCC(O)=O)C(=O)N[C@@H](C)C(=O)N[C@H](C(C)C)C(=O)N[C@@H](CC(C)C)C(=O)N[C@H](CC2=CNC3=CC=CC=C23)C1=O (cyclo(D-Glu-Ala-D-Val-Leu-D-Trp)). RXN SMILES: [NH2:1][C@H:2]([C:8]([OH:10])=O)[CH2:3][CH2:4][C:5](=[O:7])[OH:6].[NH2:11][C@H:12]([C:14](O)=[O:15])[CH3:13].[NH2:17][C@H:18]([C:22]([OH:24])=O)[CH:19]([CH3:21])[CH3:20].[NH2:25][C@H:26]([C:31]([OH:33])=O)[CH2:27][CH:28]([CH3:30])[CH3:29].[NH2:34][C@H:35]([C:46]([OH:48])=O)[CH2:36][C:37]1[C:45]2[C:40](=[CH:41][CH:42]=[CH:43][CH:44]=2)[NH:39][CH:38]=1>>[NH:1]1[C:46](=[O:48])[C@@H:35]([CH2:36][C:37]2[C:45]3[C:40](=[CH:41][CH:42]=[CH:43][CH:44]=3)[NH:39][CH:38]=2)[NH:34][C:31](=[O:33])[C@H:26]([CH2:27][CH:28]([CH3:29])[CH3:30])[NH:25][C:22](=[O:24])[C@@H:18]([CH:19]([CH3:21])[CH3:20])[NH:17][C:14](=[O:15])[C@H:12]([CH3:13])[NH:11][C:8](=[O:10])[C@H:2]1[CH2:3][CH2:4][C:5](=[O:7])[OH:6]. Procedure details: FAB-MS: m/z 599 (Theoretical m/z: 598.72) Amino acid analysis: Glu (1.02), Ala (1.01), Val (0.95), Leu (1.01), Trp not determined. Run in C1CCOC1 (THF), C1CCOC1 (THF). Product: C1(=CC=CC=C1)C1C(CCC1)CN ((2-phenylcyclopentyl)methanamine). Procedure details: A solution of 2-phenylcyclopentane carboxamide (900 mg, 4.76 mmol) in THF (15 mL) was added dropwise to a cold (0° C.) suspension of LAH (271 mg, 7.13 mmol) in THF (15 mL). The cooling bath was removed and the mixture was stirred for 2.5 h. The reaction was quenched with MeOH (2 mL) and then 1N HCl (2 mL). The mixture was filtered through Celite. The filtrate was diluted with EtOAc and washed with sat'd sodium bicarbonate (3×), washed with brine, dried over potassium carbonate. and concentrated ... The reactants are C1(=CC=CC=C1)C1C(CCC1)C(=O)N (2-phenylcyclopentane carboxamide), [H-].[H-].[H-].[H-].[Li+].[Al+3] (LAH). Run at time 2.5 hour. Reaction SMILES: [C:1]1([CH:7]2[CH2:11][CH2:10][CH2:9][CH:8]2[C:12]([NH2:14])=O)[CH:6]=[CH:5][CH:4]=[CH:3][CH:2]=1.[H-].[H-].[H-].[H-].[Li+].[Al+3]>C1COCC1>[C:1]1([CH:7]2[CH2:11][CH2:10][CH2:9][CH:8]2[CH2:12][NH2:14])[CH:6]=[CH:5][CH:4]=[CH:3][CH:2]=1 |f:1.2.3.4.5.6|.